Dataset: the Open Reaction Database (ORD), a public repository of structured organic reaction records. Task: describe an organic reaction: reactants, conditions, products, and yield The reactants are O=C([O-])[O-], CSc1nc2ccc(O)cc2s1, CN1CCCC1=O, Fc1ccnc(Cl)c1, [Cs+], [Cs+], [Na+], O=C([O-])O. Product: CSc1nc2ccc(Oc3ccnc(Cl)c3)cc2s1. As a reaction SMILES: [C:13](=[O:14])([O-:15])[O-:16].[CH3:1][S:2][c:3]1[s:4][c:5]2[c:6]([n:7]1)[cH:8][cH:9][c:10]([OH:12])[cH:11]2.[CH3:32][N:33]1[CH2:34][CH2:35][CH2:36][C:37]1=[O:38].[Cl:19][c:20]1[n:21][cH:22][cH:23][c:24]([F:26])[cH:25]1.[Cs+:17].[Cs+:18].[Na+:31].[O-:27][C:28]([OH:29])=[O:30]>>[CH3:1][S:2][c:3]1[s:4][c:5]2[c:6]([n:7]1)[cH:8][cH:9][c:10]([O:12][c:24]1[cH:23][cH:22][n:21][c:20]([Cl:19])[cH:25]1)[cH:11]2.